Dataset: the Open Reaction Database (ORD), a public repository of structured organic reaction records. Task: describe an organic reaction: reactants, conditions, products, and yield Reactants: Cl (hydrochloric acid), C(C)=O (acetaldehyde), C(#N)[BH3-].[Na+] (sodium cyanoborohydride), C(C)=O (acetaldehyde), C(#N)[BH3-].[Na+] (sodium cyanoborohydride), [OH-].[Na+] (sodium hydroxide), C(C1=CC=CC=C1)N1CCC(CC1)N(C1=NC=CC=C1N)CCC (1-Benzyl-4-[N-propyl-N-(3-amino-2-pyridinyl)amino]piperidine). Solvent: C(C)(=O)O (acetic acid), C(C)O (ethanol). Product: C(C1=CC=CC=C1)N1CCC(CC1)N(C1=NC=CC=C1NCC)CCC (1-Benzyl-4-[N-propyl-N-(3-ethylamino-2-pyridinyl)amino]piperidine). As a reaction SMILES: [CH2:1]([N:8]1[CH2:13][CH2:12][CH:11]([N:14]([CH2:22][CH2:23][CH3:24])[C:15]2[C:20]([NH2:21])=[CH:19][CH:18]=[CH:17][N:16]=2)[CH2:10][CH2:9]1)[C:2]1[CH:7]=[CH:6][CH:5]=[CH:4][CH:3]=1.[CH:25](=O)[CH3:26].C([BH3-])#N.[Na+].Cl.[OH-].[Na+]>C(O)C.C(O)(=O)C>[CH2:1]([N:8]1[CH2:13][CH2:12][CH:11]([N:14]([CH2:22][CH2:23][CH3:24])[C:15]2[C:20]([NH:21][CH2:25][CH3:26])=[CH:19][CH:18]=[CH:17][N:16]=2)[CH2:10][CH2:9]1)[C:2]1[CH:7]=[CH:6][CH:5]=[CH:4][CH:3]=1 |f:2.3,5.6|. Procedure: A mixture of 1-benzyl-4-[N-propyl-N-(3-amino-2-pyridinyl)amino]piperidine (EXAMPLE 114, 0.35 g) in absolute ethanol (4.3 ml) under nitrogen is treated with acetaldehyde (120 μl) and sodium cyanoborohydride (84 mg) and the pH is adjusted to 5 with glacial acetic acid as measured on moistened pH test paper. The resulting mixture is stirred at 20°-25° for 48 hrs, during which additional acetaldehyde (180 μl) and sodium cyanoborohydride (70 mg) is added, and is then adjusted to pH 3 with hydrochlori...